From a dataset of the Open Reaction Database (ORD), a public repository of structured organic reaction records. describe an organic reaction: reactants, conditions, products, and yield Starting materials: Cc1cc2c(C)nc(N3CCN(Cc4ccccc4)CC3)nc2o1, CCO. Product: Cc1cc2c(C)nc(N3CCNCC3)nc2o1. Reaction SMILES: [CH2:1]([c:2]1[cH:3][cH:4][cH:5][cH:6][cH:7]1)[N:8]1[CH2:9][CH2:10][N:11]([c:14]2[n:15][c:16]([CH3:24])[c:17]3[c:18]([n:19]2)[o:20][c:21]([CH3:23])[cH:22]3)[CH2:12][CH2:13]1.[CH3:25][CH2:26][OH:27]>>[NH:8]1[CH2:9][CH2:10][N:11]([c:14]2[n:15][c:16]([CH3:24])[c:17]3[c:18]([n:19]2)[o:20][c:21]([CH3:23])[cH:22]3)[CH2:12][CH2:13]1. Starting materials: C(C)OC(=O)C=1NC2=CC=CC=C2C1CN(C=1N=NN(N1)C)CC1=CC(=CC(=C1)C(F)(F)F)C(F)(F)F (3-{[(3,5-bis-trifluoromethyl-benzyl)-(2-methyl-2H-tetrazol-5-yl)-amino]-methyl}-1H-indole-2-carboxylic acid ethyl ester), [OH-].[Na+] (NaOH). The solvent is C(C)O (ethanol). Yields the product C(C)N(C(=O)C1=NC2=CC=CC=C2C1CN(C=1N=NN(N1)C)CC1=CC(=CC(=C1)C(F)(F)F)C(F)(F)F)CC (3-{[(3,5-bis-trifluoromethyl-benzyl)-(2-methyl-2H-tetrazol-5-yl)-amino]-methyl}-3H-indole-2-carboxylic acid diethylamide). The yield is 95.1%. As a reaction SMILES: C(O[C:4]([C:6]1[NH:7][C:8]2[C:13]([C:14]=1[CH2:15][N:16]([CH2:23][C:24]1[CH:29]=[C:28]([C:30]([F:33])([F:32])[F:31])[CH:27]=[C:26]([C:34]([F:37])([F:36])[F:35])[CH:25]=1)[C:17]1[N:18]=[N:19][N:20]([CH3:22])[N:21]=1)=[CH:12][CH:11]=[CH:10][CH:9]=2)=[O:5])C.[OH-].[Na+]>C(O)C>[CH2:6]([N:7]([CH2:8][CH3:9])[C:4]([C:6]1[CH:14]([CH2:15][N:16]([CH2:23][C:24]2[CH:29]=[C:28]([C:30]([F:33])([F:32])[F:31])[CH:27]=[C:26]([C:34]([F:35])([F:37])[F:36])[CH:25]=2)[C:17]2[N:18]=[N:19][N:20]([CH3:22])[N:21]=2)[C:13]2[C:8](=[CH:9][CH:10]=[CH:11][CH:12]=2)[N:7]=1)=[O:5])[CH3:4] |f:1.2|. Procedure: To the solution of 3-{[(3,5-bis-trifluoromethyl-benzyl)-(2-methyl-2H-tetrazol-5-yl)-amino]-methyl}-1H-indole-2-carboxylic acid ethyl ester (0.2 g, 0.38 mmol) in 5 mL ethanol, was added NaOH (0.076 g, 1.9 mmol). The reaction was refluxed under nitrogen atm for 1 h. The reaction mixture was acidified and the suspension was filtered to afford the title compound (0.1 g, 53%) Starting materials: CCC(=O)C1C(=O)CC(c2cn(C)nc2C)CC1=O, CCO, NOCC=CCl. The product is CCC(=NOCC=CCl)C1C(=O)CC(c2cn(C)nc2C)CC1=O. Reaction SMILES: [CH3:1][n:2]1[n:3][c:4]([CH3:19])[c:5]([CH:7]2[CH2:8][C:9](=[O:18])[CH:10]([C:14]([CH2:15][CH3:16])=[O:17])[C:11](=[O:13])[CH2:12]2)[cH:6]1.[CH3:26][CH2:27][OH:28].[Cl:20][CH:21]=[CH:22][CH2:23][O:24][NH2:25]>>[CH3:1][n:2]1[n:3][c:4]([CH3:19])[c:5]([CH:7]2[CH2:8][C:9](=[O:18])[CH:10]([C:14]([CH2:15][CH3:16])=[N:25][O:24][CH2:23][CH:22]=[CH:21][Cl:20])[C:11](=[O:13])[CH2:12]2)[cH:6]1. RXN SMILES: [CH3:1][C:2](=[O:3])[OH:4].[CH3:29][C:30]#[N:31].[CH3:5][C:6]1=[C:10]([C:11](=[O:12])[O:13][CH3:14])[CH2:9][CH2:8][N:7]1[CH:15]([CH3:16])[c:17]1[cH:18][cH:19][cH:20][cH:21][cH:22]1.[Na+:23].[Na+:24].[O-:25][C:26](=[O:27])[O-:28]>>[CH3:5][CH:6]1[N:7]([CH:15]([CH3:16])[c:17]2[cH:18][cH:19][cH:20][cH:21][cH:22]2)[CH2:8][CH2:9][CH:10]1[C:11](=[O:12])[O:13][CH3:14]. Product: COC(=O)C1CCN(C(C)c2ccccc2)C1C. Reactants: CC(=O)O, CC#N, COC(=O)C1=C(C)N(C(C)c2ccccc2)CC1, [Na+], [Na+], O=C([O-])[O-].